From a dataset of the Open Reaction Database (ORD), a public repository of structured organic reaction records. describe an organic reaction: reactants, conditions, products, and yield The reactants are Cl.C(C)OC1=C(OCC2CNCCO2)C=CC=C1 (2-(o-ethoxyphenoxymethyl)morpholine hydrochloride), [OH-].[Na+] (sodium hydroxide). Solvent: O (water), O (water). Reaction conditions: time 20 minute. Product: solution, C(C)OC1=C(OCC2CNCCO2)C=CC=C1 (2-(o-ethoxyphenoxymethyl)morpholine). Yield: 2.0%. RXN SMILES: Cl.[CH2:2]([O:4][C:5]1[CH:18]=[CH:17][CH:16]=[CH:15][C:6]=1[O:7][CH2:8][CH:9]1[O:14][CH2:13][CH2:12][NH:11][CH2:10]1)[CH3:3].[OH-].[Na+]>O>[CH2:2]([O:4][C:5]1[CH:18]=[CH:17][CH:16]=[CH:15][C:6]=1[O:7][CH2:8][CH:9]1[O:14][CH2:13][CH2:12][NH:11][CH2:10]1)[CH3:3] |f:0.1,2.3|. Reported procedure: Citric and B.P. (0.5 g.) is dissolved in water for injection (75 ml.) and 2-(o-ethoxyphenoxymethyl)morpholine hydrochloride (2.36 g.) is added slowly to this solution with stirring. The pH of the solution is adjusted to 5.0 with N/l sodium hydroxide solution, the volume is made up to 100 ml. with water for injection and the pH is rechecked. The solution is filtered through a 5μ millipore membrane, distributed into 1 ml. ampoules and sterilized by autoclaving at 121°C. for 20 minutes. There is th... Starting materials: C(C)(C)(C)OC(=O)N1CCC(CC1)NC1=CC(=NC=C1)C(F)(F)F (4-(2-trifluoromethyl-pyridin-4-ylamino)-piperidine-1-carboxylic acid tert-butyl ester), FC(C(=O)O)(F)F (trifluoroacetic acid), ClCCl (dichloromethane), FC(C(=O)O)(F)F (trifluoroacetic acid). Reaction conditions: time 1 hour. Yields the product [Cl-].FC(C1=NC=CC(=C1)NC1CC[NH2+]CC1)(F)F (4-(2-trifluoromethyl-pyridin-4-ylamino)-piperidin-1-ium chloride). Reaction SMILES: C(OC([N:8]1[CH2:13][CH2:12][CH:11]([NH:14][C:15]2[CH:20]=[CH:19][N:18]=[C:17]([C:21]([F:24])([F:23])[F:22])[CH:16]=2)[CH2:10][CH2:9]1)=O)(C)(C)C.FC(F)(F)C(O)=O.[Cl:32]CCl>>[Cl-:32].[F:24][C:21]([F:22])([F:23])[C:17]1[CH:16]=[C:15]([NH:14][CH:11]2[CH2:10][CH2:9][NH2+:8][CH2:13][CH2:12]2)[CH:20]=[CH:19][N:18]=1 |f:3.4|. Reported procedure: To a solution of 4-(2-trifluoromethyl-pyridin-4-ylamino)-piperidine-1-carboxylic acid tert-butyl ester (4.09 g (11.8 mmol) in dichloromethane (20 mL) is added trifluoroacetic acid (10 mL) and the reaction mixture is stirred at room temperature for one hour. More trifluoroacetic acid (2 mL) is added and stirring is continued for 30 minutes. All volatiles are then removed under high vacuum and to the residue is then added a 4 N solution of HCl in dioxane. All volatiles are then removed again and t... The reactants are OC(CS(=O)(=O)C=1C=C(C=C(C1OCCC)OCCCCBr)[C@@H]1O[C@H](CC1)C1=CC(=C(C(=C1)OC)OC)OC)C (trans-2-[3-(2-Hydroxy-n-propylsulfonyl)4-n-propoxy-5-(4-bromobutoxy)phenyl]-5-(3,4,5-trimethoxyphenyl)tetrahydrofuran), N1C=NC=C1 (imidazole), C([O-])([O-])=O.[K+].[K+] (potassium carbonate). The solvent is CC(=O)C (acetone). Conditions: temperature 60 celsius, time 24 hour. Yields the product OC(CS(=O)(=O)C=1C=C(C=C(C1OCCC)OCCCCN1C=NC=C1)[C@@H]1O[C@H](CC1)C1=CC(=C(C(=C1)OC)OC)OC)C (trans-2-[3-(2-Hydroxy-n-propylsulfonyl)-4-n-propoxy-5-{4-(1-imidazolyl)butoxy}phenyl]-5-(3,4,5-trimethoxyphenyl)tetrahydrofuran). RXN SMILES: [OH:1][CH:2]([CH3:40])[CH2:3][S:4]([C:7]1[CH:8]=[C:9]([C@H:23]2[CH2:27][CH2:26][C@H:25]([C:28]3[CH:33]=[C:32]([O:34][CH3:35])[C:31]([O:36][CH3:37])=[C:30]([O:38][CH3:39])[CH:29]=3)[O:24]2)[CH:10]=[C:11]([O:17][CH2:18][CH2:19][CH2:20][CH2:21]Br)[C:12]=1[O:13][CH2:14][CH2:15][CH3:16])(=[O:6])=[O:5].[NH:41]1[CH:45]=[CH:44][N:43]=[CH:42]1.C(=O)([O-])[O-].[K+].[K+]>CC(C)=O>[OH:1][CH:2]([CH3:40])[CH2:3][S:4]([C:7]1[CH:8]=[C:9]([C@H:23]2[CH2:27][CH2:26][C@H:25]([C:28]3[CH:33]=[C:32]([O:34][CH3:35])[C:31]([O:36][CH3:37])=[C:30]([O:38][CH3:39])[CH:29]=3)[O:24]2)[CH:10]=[C:11]([O:17][CH2:18][CH2:19][CH2:20][CH2:21][N:41]2[CH:45]=[CH:44][N:43]=[CH:42]2)[C:12]=1[O:13][CH2:14][CH2:15][CH3:16])(=[O:6])=[O:5] |f:2.3.4|. Procedure details: A mixture of trans-2-[3-(2-hydroxy-n-propylsulfonyl)-4-n-propoxy-5-(4-bromobutoxy)phenyl]-5-(3,4,5-trimethoxyphenyl)tetrahydrofuran (64 mg, 0.10 mmol)(Example 19C), imidazole (27 mg, 0.40 mmol) and potassium carbonate (55 mg, 0.40 mmol) in acetone (3 mL) was heated with stirring at 60° C. under nitrogen for 24 h. The reaction mixture was evaporated and the residue was partitioned between dichloromethane and water. The organic layer was washed with water and brine, dried, and evaporated to a resi...